This data is from the Open Reaction Database (ORD), a public repository of structured organic reaction records. The task is: describe an organic reaction: reactants, conditions, products, and yield Starting materials: ClC=1N(C2=C(C=NC=3C=C(C(=CC23)OC)C=2C(=NOC2C)C)N1)CC1CCOCC1 (2-Chloro-7-(3,5-dimethyl-4-isoxazolyl)-8-(methyloxy)-1-(tetrahydro-2H-pyran-4-ylmethyl)-1H-imidazo[4,5-c]quinoline), Intermediate 15, C(O)CN (ethanolamine). The solvent is CN1CCCC1=O (NMP), CS(=O)C (DMSO). Run at temperature 180 celsius. Yields the product CC1=NOC(=C1C=1C(=CC=2C3=C(C=NC2C1)N=C(N3CC3CCOCC3)NCCO)OC)C (2-{[7-(3,5-dimethyl-4-isoxazolyl)-8-(methyloxy)-1-(tetrahydro-2H-pyran-4-ylmethyl)-1H-imidazo[4,5-c]quinolin-2-yl]amino}ethanol). Yield: 5.4%. RXN SMILES: Cl[C:2]1[N:3]([CH2:24][CH:25]2[CH2:30][CH2:29][O:28][CH2:27][CH2:26]2)[C:4]2[C:13]3[CH:12]=[C:11]([O:14][CH3:15])[C:10]([C:16]4[C:17]([CH3:22])=[N:18][O:19][C:20]=4[CH3:21])=[CH:9][C:8]=3[N:7]=[CH:6][C:5]=2[N:23]=1.[CH2:31]([CH2:33][NH2:34])[OH:32]>CN1C(=O)CCC1.CS(C)=O>[CH3:22][C:17]1[C:16]([C:10]2[C:11]([O:14][CH3:15])=[CH:12][C:13]3[C:4]4[N:3]([CH2:24][CH:25]5[CH2:30][CH2:29][O:28][CH2:27][CH2:26]5)[C:2]([NH:34][CH2:33][CH2:31][OH:32])=[N:23][C:5]=4[CH:6]=[N:7][C:8]=3[CH:9]=2)=[C:20]([CH3:21])[O:19][N:18]=1. Procedure: 2-Chloro-7-(3,5-dimethyl-4-isoxazolyl)-8-(methyloxy)-1-(tetrahydro-2H-pyran-4-ylmethyl)-1H-imidazo[4,5-c]quinoline (for a preparation see Intermediate 15) (14 mg, 0.033 mmol) and ethanolamine (0.020 ml, 0.327 mmol) were dissolved in NMP (2 ml) and heated at 180° C. in the microwave for 1 h, then cooled and loaded onto a 10 g SCX-2 cartridge, washing with methanol (30 ml). The cartridge was then eluted with 2M methanolic ammonia (30 ml) and the eluant evaporated in vacuo to give a sparingly solub... Reactants: NC=1C=C2C(=CNC2=CC1)C1CCN(CC1)C (5-amino-3-(1-methyl-piperidin-4-yl)-1H-indole), C(C)(C)N=C=O (isopropyl isocyanate). The product is C(C)(C)NC(=O)NC=1C=C2C(=CNC2=CC1)C1CCN(CC1)C (N-isopropyl-N'-(3-(1-methylpiperidin-4-yl)-1H-indol-5-yl)urea). As a reaction SMILES: [NH2:1][C:2]1[CH:3]=[C:4]2[C:8](=[CH:9][CH:10]=1)[NH:7][CH:6]=[C:5]2[CH:11]1[CH2:16][CH2:15][N:14]([CH3:17])[CH2:13][CH2:12]1.[CH:18]([N:21]=[C:22]=[O:23])([CH3:20])[CH3:19]>>[CH:18]([NH:21][C:22]([NH:1][C:2]1[CH:3]=[C:4]2[C:8](=[CH:9][CH:10]=1)[NH:7][CH:6]=[C:5]2[CH:11]1[CH2:16][CH2:15][N:14]([CH3:17])[CH2:13][CH2:12]1)=[O:23])([CH3:20])[CH3:19]. Procedure: Beginning with 15.0 mg 0.0655 mMol) 5-amino-3-(1-methyl-piperidin-4-yl)-1H-indole and 11.13 mg (0.131 mMol) isopropyl isocyanate, 21.9 mg of the title compound were recovered.